From a dataset of the Open Reaction Database (ORD), a public repository of structured organic reaction records. describe an organic reaction: reactants, conditions, products, and yield The reactants are COC(=O)C1CC(C#N)(c2ccc(OC)c3oc(C(C)C)nc23)CCC1=O, CS(C)=O, [Cl-], [Na+], O. The product is COc1ccc(C2(C#N)CCC(=O)CC2)c2nc(C(C)C)oc12. Reaction SMILES: [C:1](#[N:2])[C:3]1([c:14]2[cH:15][cH:16][c:17]([O:26][CH3:27])[c:18]3[c:19]2[n:20][c:21]([CH:23]([CH3:24])[CH3:25])[o:22]3)[CH2:4][CH2:5][C:6](=[O:13])[CH:7]([C:9]([O:10][CH3:11])=[O:12])[CH2:8]1.[CH3:31][S:32]([CH3:33])=[O:34].[Cl-:28].[Na+:29].[OH2:30]>>[C:1](#[N:2])[C:3]1([c:14]2[cH:15][cH:16][c:17]([O:26][CH3:27])[c:18]3[c:19]2[n:20][c:21]([CH:23]([CH3:24])[CH3:25])[o:22]3)[CH2:4][CH2:5][C:6](=[O:13])[CH2:7][CH2:8]1. Reactants: C(C)(C)(C)C=1N=CC=2N=CN=C(C2N1)O (6-tert-Butyl-pyrimido[5,4-d]pyrimidin-4-ol), P(=O)(Cl)(Cl)Cl (phosphorous oxychloride). Reaction conditions: time 10 minute. The product is C(C)(C)(C)C=1N=CC2=C(N1)C(=NC=N2)Cl (2-tert-Butyl-8-chloro-pyrimido[5,4-d]pyrimidine). As a reaction SMILES: [C:1]([C:5]1[N:6]=[CH:7][C:8]2[N:9]=[CH:10][N:11]=[C:12](O)[C:13]=2[N:14]=1)([CH3:4])([CH3:3])[CH3:2].P(Cl)(Cl)([Cl:18])=O>>[C:1]([C:5]1[N:6]=[CH:7][C:8]2[N:9]=[CH:10][N:11]=[C:12]([Cl:18])[C:13]=2[N:14]=1)([CH3:4])([CH3:3])[CH3:2]. Procedure: 6-tert-Butyl-pyrimido[5,4-d]pyrimidin-4-ol (210 mg, 1.03 mMol) was dissolved in phosphorous oxychloride (10 mL), and the mixture was heated at reflux for 4 hours. The solution was concentrated in-vacuo, then stripped from methylene chloride (3×50 mL) to remove excess phosphorous oxychloride. The residue was stirred for 10 minutes in saturated sodium bicarbonate (50 mL), then extracted with ethyl acetate (3×30 mL). The combined organic phases were washed with water (30 mL), followed by brine (30 ... As a reaction SMILES: [CH3:1][N:2]([CH3:6])[CH2:3][CH2:4][NH2:5].Cl.Cl[C:9]([N:11]1[C:17]2[S:18][C:19]([CH2:21][CH3:22])=[CH:20][C:16]=2[C:15]([C:23]2[CH:28]=[CH:27][CH:26]=[CH:25][C:24]=2[Cl:29])=[N:14][CH2:13][CH2:12]1)=[O:10]>O1CCCC1>[Cl:29][C:24]1[CH:25]=[CH:26][CH:27]=[CH:28][C:23]=1[C:15]1[C:16]2[CH:20]=[C:19]([CH2:21][CH3:22])[S:18][C:17]=2[N:11]([C:9](=[O:10])[NH:5][CH2:4][CH2:3][N:2]([CH3:6])[CH3:1])[CH2:12][CH2:13][N:14]=1 |f:1.2|. The product is ClC1=C(C=CC=C1)C=1C2=C(N(CCN1)C(NCCN(C)C)=O)SC(=C2)CC (5-o-chlorophenyl-7-ethyl-1-(2-dimethylaminoethylcarbamoyl)-2,3-dihydro-1H-thieno[2,3-e][1,4]diazepine). Run in O1CCCC1 (tetrahydrofuran). Starting materials: CN(CCN)C (2-dimethylaminoethylamine), Cl.ClC(=O)N1CCN=C(C2=C1SC(=C2)CC)C2=C(C=CC=C2)Cl (1-chlorocarbonyl-5-o-chlorophenyl-7-ethyl-2,3-dihydro-1H-thieno[2,3-e][1,4]diazepine hydrochloride), ice. Reported procedure: To a solution of 7.1 g of 2-dimethylaminoethylamine in 40 ml of tetrahydrofuran is added 7.8 g of 1-chlorocarbonyl-5-o-chlorophenyl-7-ethyl-2,3-dihydro-1H-thieno[2,3-e][1,4]diazepine hydrochloride by portions with cooling and stirring. After the mixture is reacted for one and half hours at room temperature, the reaction substance is poured into 200 ml of ice-cold water and extracted with ethyl acetate. The organic layer is washed with water and dried over anhydrous sodium sulfate and then the so... Reactants: CCOC(C)=O, CCOCC, Cl, COC(=O)c1cc(F)c(OC)nc1Nc1ccc(F)cc1F, [Na+], C1CCOC1, [OH-], O. The product is COc1nc(Nc2ccc(F)cc2F)c(C(=O)O)cc1F. As a reaction SMILES: [CH3:25][CH2:26][O:27][C:28](=[O:29])[CH3:30].[CH3:37][CH2:38][O:39][CH2:40][CH3:41].[ClH:31].[F:1][c:2]1[c:3]([NH:9][c:10]2[c:11]([C:12](=[O:13])[O:14][CH3:15])[cH:16][c:17]([F:22])[c:18]([O:20][CH3:21])[n:19]2)[cH:4][cH:5][c:6]([F:8])[cH:7]1.[Na+:24].[O:32]1[CH2:33][CH2:34][CH2:35][CH2:36]1.[OH-:23].[OH2:42]>>[F:1][c:2]1[c:3]([NH:9][c:10]2[c:11]([C:12](=[O:13])[OH:14])[cH:16][c:17]([F:22])[c:18]([O:20][CH3:21])[n:19]2)[cH:4][cH:5][c:6]([F:8])[cH:7]1.